Dataset: the Open Reaction Database (ORD), a public repository of structured organic reaction records. Task: describe an organic reaction: reactants, conditions, products, and yield The reactants are [BH4-], CC(C)(C)c1ccc(C=O)cc1, O=C([O-])[O-], CO, Cl, Cl, NCCc1ccc(OC(F)F)cc1, [K+], [K+], [Na+]. The product is CC(C)(C)c1ccc(CNCCc2ccc(OC(F)F)cc2)cc1. Reaction SMILES: [BH4-:33].[C:1]([CH3:2])([CH3:3])([CH3:4])[c:5]1[cH:6][cH:7][c:8]([CH:9]=[O:10])[cH:11][cH:12]1.[C:27](=[O:28])([O-:29])[O-:30].[CH3:36][OH:37].[ClH:13].[ClH:35].[F:14][CH:15]([O:16][c:17]1[cH:18][cH:19][c:20]([CH2:23][CH2:24][NH2:25])[cH:21][cH:22]1)[F:26].[K+:31].[K+:32].[Na+:34]>>[C:1]([CH3:2])([CH3:3])([CH3:4])[c:5]1[cH:6][cH:7][c:8]([CH2:9][NH:25][CH2:24][CH2:23][c:20]2[cH:19][cH:18][c:17]([O:16][CH:15]([F:14])[F:26])[cH:22][cH:21]2)[cH:11][cH:12]1. Reactants: Cl, O=N[O-], Nc1ccc(CC(=O)O)cc1, [Na+], [Na+], [OH-], O, O=C(O)Cc1ccccc1. The product is O=C(O)Cc1ccc(N=Nc2ccc(CC(=O)O)cc2)cc1. As a reaction SMILES: [ClH:12].[N:13]([O-:14])=[O:15].[NH2:1][c:2]1[cH:3][cH:4][c:5]([CH2:8][C:9](=[O:10])[OH:11])[cH:6][cH:7]1.[Na+:16].[Na+:28].[OH-:27].[OH2:29].[OH:17][C:18](=[O:19])[CH2:20][c:21]1[cH:22][cH:23][cH:24][cH:25][cH:26]1>>[N:1]([c:2]1[cH:3][cH:4][c:5]([CH2:8][C:9](=[O:10])[OH:11])[cH:6][cH:7]1)=[N:13][c:24]1[cH:23][cH:22][c:21]([CH2:20][C:18]([OH:17])=[O:19])[cH:26][cH:25]1. The reactants are [BH4-], C1CCOC1, CO, O=C(Cc1ccc(F)cc1)NC1CCC(C(c2ccccc2)c2ccccc2)OC1, [Na+]. The product is Fc1ccc(CCNC2CCC(C(c3ccccc3)c3ccccc3)OC2)cc1. Reaction SMILES: [BH4-:1].[CH2:35]1[O:36][CH2:37][CH2:38][CH2:39]1.[CH3:33][OH:34].[CH:3]([c:4]1[cH:5][cH:6][cH:7][cH:8][cH:9]1)([c:10]1[cH:11][cH:12][cH:13][cH:14][cH:15]1)[CH:16]1[CH2:17][CH2:18][CH:19]([NH:22][C:23]([CH2:24][c:25]2[cH:26][cH:27][c:28]([F:31])[cH:29][cH:30]2)=[O:32])[CH2:20][O:21]1.[Na+:2]>>[CH:3]([c:4]1[cH:5][cH:6][cH:7][cH:8][cH:9]1)([c:10]1[cH:11][cH:12][cH:13][cH:14][cH:15]1)[CH:16]1[CH2:17][CH2:18][CH:19]([NH:22][CH2:23][CH2:24][c:25]2[cH:26][cH:27][c:28]([F:31])[cH:29][cH:30]2)[CH2:20][O:21]1. The reactants are ClC=1OC2=C(C1)C=C(C=C2)C(=C(C2=CC=C(C=C2)OCCCl)C2=CC=C(C=C2)O)CC (4-(2-(2-chlorobenzofuran-5-yl)-1-(4-(2-chloroethoxy)-phenyl)but-1-enyl)phenol), CN (CH3NH2). The solvent is CO (MeOH). Conditions: temperature 85 celsius. Yields the product ClC=1OC2=C(C1)C=C(C=C2)C(=C(C2=CC=C(C=C2)OCCNC)C2=CC=C(C=C2)O)CC (4-(2-(2-chlorobenzofuran-5-yl)-1-(4-(2-(methylamino)ethoxy) phenyl)but-1-enyl)phenol). The yield is 48.0%. As a reaction SMILES: [Cl:1][C:2]1[O:3][C:4]2[CH:10]=[CH:9][C:8]([C:11]([CH2:30][CH3:31])=[C:12]([C:23]3[CH:28]=[CH:27][C:26]([OH:29])=[CH:25][CH:24]=3)[C:13]3[CH:18]=[CH:17][C:16]([O:19][CH2:20][CH2:21]Cl)=[CH:15][CH:14]=3)=[CH:7][C:5]=2[CH:6]=1.[CH3:32][NH2:33]>CO>[Cl:1][C:2]1[O:3][C:4]2[CH:10]=[CH:9][C:8]([C:11]([CH2:30][CH3:31])=[C:12]([C:23]3[CH:28]=[CH:27][C:26]([OH:29])=[CH:25][CH:24]=3)[C:13]3[CH:18]=[CH:17][C:16]([O:19][CH2:20][CH2:21][NH:33][CH3:32])=[CH:15][CH:14]=3)=[CH:7][C:5]=2[CH:6]=1. Reported procedure: To a stirred solution of 4-(2-(2-chlorobenzofuran-5-yl)-1-(4-(2-chloroethoxy)-phenyl)but-1-enyl)phenol (220 mg, 1.0 eq) in 15 mL MeOH was added 5 mL CH3NH2 (aq) and heated at 85° C. for 48 h. The organic solvent was removed in vacuo, water was added to the residue and extracted with EtOAc. The extract was dried, concentrated, and purified by column chromatography to give the desired product (105 mg, 48%, Z/E=1/1). 1H NMR (400 MHz, CDCl3) δ 7.23 (s, 1H), 7.20 (d, J=8.4 Hz, 1H), 7.14 & 7.08 (d, J=... Reactants: C(C)(C)N=C=O (isopropyl isocyanate), BrC1=NC(=CC(=C1)N(C)C)OC1=CC(=CC=C1)C(F)(F)F (2-bromo-4-dimethylamino-6-{3-(trifluoromethyl)phenoxy} pyridine), CCCCCC (hexane), [Li]CCCC (BuLi). Solvent: C(C)OCC (diethyl ether), C(C)OCC (diethyl ether). Reaction conditions: time 10 minute. The product is C(C)(C)NC(=O)C1=NC(=CC(=C1)N(C)C)OC1=CC(=CC=C1)C(F)(F)F (N-(i-propyl)-4-dimethylamino-6-{3-(trifluoromethyl)phenoxy}-2-pyridine carboxamide). Reaction SMILES: Br[C:2]1[CH:7]=[C:6]([N:8]([CH3:10])[CH3:9])[CH:5]=[C:4]([O:11][C:12]2[CH:17]=[CH:16][CH:15]=[C:14]([C:18]([F:21])([F:20])[F:19])[CH:13]=2)[N:3]=1.CCCCCC.[Li]CCCC.[CH:33]([N:36]=[C:37]=[O:38])([CH3:35])[CH3:34]>C(OCC)C>[CH:33]([NH:36][C:37]([C:2]1[CH:7]=[C:6]([N:8]([CH3:10])[CH3:9])[CH:5]=[C:4]([O:11][C:12]2[CH:17]=[CH:16][CH:15]=[C:14]([C:18]([F:21])([F:20])[F:19])[CH:13]=2)[N:3]=1)=[O:38])([CH3:35])[CH3:34]. Reported procedure: 0.75 g (0.0021 mol) of 2-bromo-4-dimethylamino-6-{3-(trifluoromethyl)phenoxy} pyridine was suspended in about 15 ml of diethyl ether. While cooling the obtained suspension in a dry ice-acetone bath in an argon atmosphere, 1.4 ml of a 1.65M-hexane solution of BuLi (0.0021×1.1 mol) was added thereto, followed by stirring the suspension for about 10 minutes. After 0.35 g (0.0021×2.0 mol) of isopropyl isocyanate dissolved in about 10 ml of diethyl ether was added to the reaction solution, the obtain... Reactants: C1CCOC1, CC(O)CN(C)C, Fc1cccc(CSc2nc(Cl)cc(Cl)n2)c1F, [H-], [Na+]. Yields the product CC(CN(C)C)Oc1cc(Cl)nc(SCc2cccc(F)c2F)n1. As a reaction SMILES: [CH2:28]1[O:29][CH2:30][CH2:31][CH2:32]1.[CH3:1][N:2]([CH2:3][CH:4]([CH3:5])[OH:6])[CH3:7].[Cl:8][c:9]1[n:10][c:11]([S:16][CH2:17][c:18]2[c:19]([F:25])[c:20]([F:24])[cH:21][cH:22][cH:23]2)[n:12][c:13]([Cl:15])[cH:14]1.[H-:26].[Na+:27]>>[CH3:1][N:2]([CH2:3][CH:4]([CH3:5])[O:6][c:13]1[n:12][c:11]([S:16][CH2:17][c:18]2[c:19]([F:25])[c:20]([F:24])[cH:21][cH:22][cH:23]2)[n:10][c:9]([Cl:8])[cH:14]1)[CH3:7]. Starting materials: COC(=O)NC=1N=C2N(C=C(C=C2)SC2=CC=CC=C2)C1 (2-(methoxycarbonylamino)-6-(phenylthio) imidazo [1,2-a] pyridine), C=O (formaldehyde), N1CCOCC1 (morpholine). Solvent: C(C)(=O)O (acetic acid). The product is O1CCN(CC1)CC1=C(N=C2N1C=C(C=C2)SC2=CC=CC=C2)NC(=O)OC (3-(morpholinomethyl)-2-(methoxycarbonylamino)-6-(phenylthio) imidazo [1,2-a] pyridine). RXN SMILES: [CH3:1][O:2][C:3]([NH:5][C:6]1[N:7]=[C:8]2[CH:13]=[CH:12][C:11]([S:14][C:15]3[CH:20]=[CH:19][CH:18]=[CH:17][CH:16]=3)=[CH:10][N:9]2[CH:21]=1)=[O:4].[CH2:22]=O.[NH:24]1[CH2:29][CH2:28][O:27][CH2:26][CH2:25]1>C(O)(=O)C>[O:27]1[CH2:28][CH2:29][N:24]([CH2:22][C:21]2[N:9]3[CH:10]=[C:11]([S:14][C:15]4[CH:16]=[CH:17][CH:18]=[CH:19][CH:20]=4)[CH:12]=[CH:13][C:8]3=[N:7][C:6]=2[NH:5][C:3]([O:2][CH3:1])=[O:4])[CH2:25][CH2:26]1. Reported procedure: From the reaction of 0.75 g. of 2-(methoxycarbonylamino)-6-(phenylthio) imidazo [1,2-a] pyridine and 0.83 ml. acetic acid, 18 ml. of 37% formaldehyde and 0.216 g. of morpholine, following the procedure of Example 8, there is obtained 3-(morpholinomethyl)-2-(methoxycarbonylamino)-6-(phenylthio) imidazo [1,2-a] pyridine m.p. 158°-182° C. Starting materials: COC(=O)C1OC(C)(C)N(C(=O)OC(C)(C)C)C1c1ccc(F)cc1F, CO, [Li+], [OH-], O. Yields the product CC(C)(C)OC(=O)N1C(c2ccc(F)cc2F)C(C(=O)O)OC1(C)C. Reaction SMILES: [C:3]([CH3:4])([CH3:5])([CH3:6])[O:7][C:8](=[O:9])[N:10]1[C:11]([CH3:27])([CH3:28])[O:12][CH:13]([C:23](=[O:24])[O:25][CH3:26])[CH:14]1[c:15]1[c:16]([F:22])[cH:17][c:18]([F:21])[cH:19][cH:20]1.[CH3:30][OH:31].[Li+:1].[OH-:2].[OH2:29]>>[C:3]([CH3:4])([CH3:5])([CH3:6])[O:7][C:8](=[O:9])[N:10]1[C:11]([CH3:27])([CH3:28])[O:12][CH:13]([C:23](=[O:24])[OH:25])[CH:14]1[c:15]1[c:16]([F:22])[cH:17][c:18]([F:21])[cH:19][cH:20]1. The solvent is C1(=CC=CC=C1)C (toluene), O1CCCC1 (tetrahydrofuran), O1CCCC1 (tetrahydrofuran). Conditions: temperature 0 celsius, time 8 hour. RXN SMILES: [CH:1]1([S:4][C:5]2[CH:10]=[CH:9][C:8](/[C:11](/[C:15]3[CH:20]=[CH:19][C:18]([I:21])=[CH:17][CH:16]=3)=[CH:12]/[CH2:13][OH:14])=[CH:7][CH:6]=2)[CH2:3][CH2:2]1.O[C:23]1[CH:34]=[CH:33][C:26]([O:27][CH2:28][C:29]([O:31][CH3:32])=[O:30])=[C:25]([CH3:35])[CH:24]=1.C1(P(C2C=CC=CC=2)C2C=CC=CC=2)C=CC=CC=1.N(C(OC(C)C)=O)=NC(OC(C)C)=O>C1(C)C=CC=CC=1.O1CCCC1>[CH:1]1([S:4][C:5]2[CH:6]=[CH:7][C:8](/[C:11](/[C:15]3[CH:16]=[CH:17][C:18]([I:21])=[CH:19][CH:20]=3)=[CH:12]/[CH2:13][O:14][C:23]3[CH:34]=[CH:33][C:26]([O:27][CH2:28][C:29]([O:31][CH3:32])=[O:30])=[C:25]([CH3:35])[CH:24]=3)=[CH:9][CH:10]=2)[CH2:2][CH2:3]1. Procedure: The above allyl alcohol (3.40 g, 8.30 mmol), methyl (4-hydroxy-2-methylphenoxy)acetate (1.79 g, 9.13 mmol; compound VÚFB-21004) and triphenylphosphine (2.5 g, 9.55 mmol) were dissolved in a mixture of anhydrous toluene (38 mL) and tetrahydrofuran (13 mL). The mixture was cooled to 0° C., kept under nitrogen and a degassed solution of diisopropyl azodicarboxylate (1.88 mL, 9.55 mmol) in anhydrous tetrahydrofuran (5 mL) was added dropwise. The reaction mixture was allowed to warm up to ambient tem... Reactants: C1(CC1)SC1=CC=C(C=C1)/C(=C/CO)/C1=CC=C(C=C1)I ((Z)-3-(4-cyclopropylsulfanylphenyl)-3-(4-iodophenyl)prop-2-en-1-ol), OC1=CC(=C(OCC(=O)OC)C=C1)C (methyl (4-hydroxy-2-methylphenoxy)acetate), C1(=CC=CC=C1)P(C1=CC=CC=C1)C1=CC=CC=C1 (triphenylphosphine), N(=NC(=O)OC(C)C)C(=O)OC(C)C (diisopropyl azodicarboxylate). Yields the product C1(CC1)SC1=CC=C(C=C1)/C(=C/COC1=CC(=C(OCC(=O)OC)C=C1)C)/C1=CC=C(C=C1)I (methyl (Z)-[4-[3-(4-cyclopropylsulfanylphenyl)-3-(4-iodophenyl)allyloxy]-2-methylphenoxy]acetate).